This data is from the Open Reaction Database (ORD), a public repository of structured organic reaction records. The task is: describe an organic reaction: reactants, conditions, products, and yield Reactants: Cc1ccccc1, O=C=Nc1ccc(Cl)cc1Cl, Cl, NO, [Na+], [OH-], O. The product is O=C(NO)Nc1ccc(Cl)cc1Cl. RXN SMILES: [CH3:18][c:19]1[cH:20][cH:21][cH:22][cH:23][cH:24]1.[Cl:1][c:2]1[c:3]([N:9]=[C:10]=[O:11])[cH:4][cH:5][c:6]([Cl:8])[cH:7]1.[ClH:12].[NH2:13][OH:14].[Na+:16].[OH-:15].[OH2:17]>>[Cl:1][c:2]1[c:3]([NH:9][C:10](=[O:11])[NH:13][OH:14])[cH:4][cH:5][c:6]([Cl:8])[cH:7]1. The reactants are C(CCC)C1=NC2=C(N1CC1=CC=C(C=C1)C=1C(=CC=CC1)C(=O)OC(C)(C)C)C=C(C=C2)NC(=O)C2CCCCC2 (tert.butyl 4'-[(2-n-butyl-6-cyclohexylcarbonylamino-benzimidazol-1-yl)-methyl]biphenyl-2-carboxylate), FC(C(=O)O)(F)F (trifluoroacetic acid). Yields the product C(CCC)C1=NC2=C(N1CC1=CC=C(C=C1)C=1C(=CC=CC1)C(=O)O)C=C(C=C2)NC(=O)C2CCCCC2 (4'-[(2-n-Butyl-6-cyclohexylcarbonylamino-benzimidazol-1-yl)-methyl]biphenyl-2carboxylic acid). Reaction SMILES: [CH2:1]([C:5]1[N:9]([CH2:10][C:11]2[CH:16]=[CH:15][C:14]([C:17]3[C:18]([C:23]([O:25]C(C)(C)C)=[O:24])=[CH:19][CH:20]=[CH:21][CH:22]=3)=[CH:13][CH:12]=2)[C:8]2[CH:30]=[C:31]([NH:34][C:35]([CH:37]3[CH2:42][CH2:41][CH2:40][CH2:39][CH2:38]3)=[O:36])[CH:32]=[CH:33][C:7]=2[N:6]=1)[CH2:2][CH2:3][CH3:4].FC(F)(F)C(O)=O>>[CH2:1]([C:5]1[N:9]([CH2:10][C:11]2[CH:16]=[CH:15][C:14]([C:17]3[C:18]([C:23]([OH:25])=[O:24])=[CH:19][CH:20]=[CH:21][CH:22]=3)=[CH:13][CH:12]=2)[C:8]2[CH:30]=[C:31]([NH:34][C:35]([CH:37]3[CH2:42][CH2:41][CH2:40][CH2:39][CH2:38]3)=[O:36])[CH:32]=[CH:33][C:7]=2[N:6]=1)[CH2:2][CH2:3][CH3:4]. Procedure: Prepared in analogous manner to Example 9 from tert.butyl 4'-[(2-n-butyl-6-cyclohexylcarbonylamino-benzimidazol-1-yl)-methyl]biphenyl-2-carboxylate and trifluoroacetic acid. Reactants: CCOC(C)=O, COc1cc(CC(=O)Nc2cccc(C#Cc3ccccc3)c2)ccc1O. Product: COc1cc(CC(=O)Nc2cccc(CCc3ccccc3)c2)ccc1O. As a reaction SMILES: [CH3:28][CH2:29][O:30][C:31](=[O:32])[CH3:33].[OH:1][c:2]1[c:3]([O:26][CH3:27])[cH:4][c:5]([CH2:8][C:9](=[O:10])[NH:11][c:12]2[cH:13][c:14]([C:18]#[C:19][c:20]3[cH:21][cH:22][cH:23][cH:24][cH:25]3)[cH:15][cH:16][cH:17]2)[cH:6][cH:7]1>>[OH:1][c:2]1[c:3]([O:26][CH3:27])[cH:4][c:5]([CH2:8][C:9](=[O:10])[NH:11][c:12]2[cH:13][c:14]([CH2:18][CH2:19][c:20]3[cH:21][cH:22][cH:23][cH:24][cH:25]3)[cH:15][cH:16][cH:17]2)[cH:6][cH:7]1. Reactants: N1C=NC=C1 (Imidazole), COC(=O)C=1C=C(C2=C(S(CC3=C(O2)C(=CC(=C3)NCCCl)Cl)(=O)=O)C1)C (4-Chloro-2-(2-chloro-ethylamino)-6-methyl-10,10-dioxo-10,11-dihydro-5-oxa-10lambda*6*-thia-dibenzo[a,d]cycloheptene-8-carboxylic acid methyl ester). The solvent is CN(C)C=O (DMF). Run at temperature 110 celsius. Yields the product COC(=O)C=1C=C(C2=C(S(CC3=C(O2)C(=CC(=C3)NCCN3C=NC=C3)Cl)(=O)=O)C1)C (4-Chloro-2-(2-imidazol-1-yl-ethylamino)-6-methyl-10,10-dioxo-10,11-dihydro-5-oxa-10lambda*6*-thia-dibenzo[a,d]cycloheptene-8-carboxylic acid methyl ester). RXN SMILES: [NH:1]1[CH:5]=[CH:4][N:3]=[CH:2]1.[CH3:6][O:7][C:8]([C:10]1[CH:11]=[C:12]([CH3:32])[C:13]2[O:19][C:18]3[C:20]([Cl:28])=[CH:21][C:22]([NH:24][CH2:25][CH2:26]Cl)=[CH:23][C:17]=3[CH2:16][S:15](=[O:30])(=[O:29])[C:14]=2[CH:31]=1)=[O:9]>CN(C=O)C>[CH3:6][O:7][C:8]([C:10]1[CH:11]=[C:12]([CH3:32])[C:13]2[O:19][C:18]3[C:20]([Cl:28])=[CH:21][C:22]([NH:24][CH2:25][CH2:26][N:1]4[CH:5]=[CH:4][N:3]=[CH:2]4)=[CH:23][C:17]=3[CH2:16][S:15](=[O:29])(=[O:30])[C:14]=2[CH:31]=1)=[O:9]. Reported procedure: Imidazole (0.118 g, 1.73 mmol) was added in an atmosphere of nitrogen, to a solution of Example 56k (1.3 g, 2.63 mmol) in dry DMF (10 mL) with stirring. The reaction mixture was then maintained at 110° C. for 18 h. It was cooled, concentrated and the solid obtained was filtered washed with water, dried and purified using flash chromatography (silica gel, methanol/chloroform) to obtain the title compound as a white solid. Yield: 0.120 g, (22.38%); 1H NMR (DMSO-d6): δ 2.7 (s, 3H, CH3), 3.2 (t, 2H,... Reactants: NC1=C(C=CC(=C1)[N+](=O)[O-])O (2-Amino-4-nitrophenol), COC1OC(CC1)OC (2,5-dimethoxytetrahydrofuran). The solvent is C(C)(=O)O (acetic acid). Reaction conditions: time 10 minute. Product: [N+](=O)([O-])C1=CC(=C(C=C1)O)N1C=CC=C1 (4-nitro-2-(1H-pyrrol-1-yl)phenol). Isolated yield 58.3%. As a reaction SMILES: [NH2:1][C:2]1[CH:7]=[C:6]([N+:8]([O-:10])=[O:9])[CH:5]=[CH:4][C:3]=1[OH:11].CO[CH:14]1[CH2:18][CH2:17][CH:16](OC)O1>C(O)(=O)C>[N+:8]([C:6]1[CH:5]=[CH:4][C:3]([OH:11])=[C:2]([N:1]2[CH:14]=[CH:18][CH:17]=[CH:16]2)[CH:7]=1)([O-:10])=[O:9]. Reported procedure: 2-Amino-4-nitrophenol (5 g, 32.0 mmol) and 2,5-dimethoxytetrahydrofuran (5.03 ml, 38.4 mmol) were dissolved in glacial acetic acid (100 ml), followed by stirring at the reflux temperature for 10 min. After subsequent cooling to room temperature, the solvent was evaporated under vacuum and the residue was neutralized with an aqueous solution of sodium carbonate, followed by three extractions with ethyl acetate. The organic solvent layers were combined, dried with magnesium sulfate and the solvent... Reactants: [Br-], C1CCOC1, CC(C)P(Cl)C(C)C, Cc1ccc([Mg+])cc1. Product: Cc1ccc(P(C(C)C)C(C)C)cc1. RXN SMILES: [Br-:9].[CH2:18]1[O:19][CH2:20][CH2:21][CH2:22]1.[CH:1]([CH3:2])([CH3:3])[P:4]([Cl:5])[CH:6]([CH3:7])[CH3:8].[c:10]1([CH3:17])[cH:11][cH:12][c:13]([Mg+:16])[cH:14][cH:15]1>>[CH:1]([CH3:2])([CH3:3])[P:4]([CH:6]([CH3:7])[CH3:8])[c:13]1[cH:12][cH:11][c:10]([CH3:17])[cH:15][cH:14]1. The reactants are CCOC(=O)Cl, CC(C)CN(C(CO)CCCNC(=O)C(N)Cc1cccc2ccccc12)S(=O)(=O)c1ccc(N)cc1. The product is CCOC(=O)NC(Cc1cccc2ccccc12)C(=O)NCCCC(CO)N(CC(C)C)S(=O)(=O)c1ccc(N)cc1. Reaction SMILES: [Cl:38][C:39](=[O:40])[O:41][CH2:42][CH3:43].[NH2:1][CH:2]([C:3](=[O:4])[NH:5][CH2:6][CH2:7][CH2:8][CH:9]([CH2:10][OH:11])[N:12]([CH2:13][CH:14]([CH3:15])[CH3:16])[S:17](=[O:18])(=[O:19])[c:20]1[cH:21][cH:22][c:23]([NH2:26])[cH:24][cH:25]1)[CH2:27][c:28]1[cH:29][cH:30][cH:31][c:32]2[cH:33][cH:34][cH:35][cH:36][c:37]12>>[NH:1]([CH:2]([C:3](=[O:4])[NH:5][CH2:6][CH2:7][CH2:8][CH:9]([CH2:10][OH:11])[N:12]([CH2:13][CH:14]([CH3:15])[CH3:16])[S:17](=[O:18])(=[O:19])[c:20]1[cH:21][cH:22][c:23]([NH2:26])[cH:24][cH:25]1)[CH2:27][c:28]1[cH:29][cH:30][cH:31][c:32]2[cH:33][cH:34][cH:35][cH:36][c:37]12)[C:39](=[O:40])[O:41][CH2:42][CH3:43].